Dataset: the Open Reaction Database (ORD), a public repository of structured organic reaction records. Task: describe an organic reaction: reactants, conditions, products, and yield Starting materials: FC1=CC=C(C=C1)C1=CC=C(O1)C(CCC(=O)O)O (4-[5-(4-fluorophenyl)-2-furanyl]-4-hydroxybutanoic acid), Cl (hydrochloric acid). The solvent is CCCCCC (hexane), C(C)(=O)OCC (ethyl acetate). Product: FC1=CC=C(C=C1)C1=CC=C(O1)C1CCC(O1)=O (5-[5-(4-Flurophenyl)-2-furanyl]dihydro-2(3H)-furanone). As a reaction SMILES: [F:1][C:2]1[CH:7]=[CH:6][C:5]([C:8]2[O:12][C:11]([CH:13]([OH:19])[CH2:14][CH2:15][C:16]([OH:18])=O)=[CH:10][CH:9]=2)=[CH:4][CH:3]=1.Cl>C(OCC)(=O)C.CCCCCC>[F:1][C:2]1[CH:3]=[CH:4][C:5]([C:8]2[O:12][C:11]([CH:13]3[O:19][C:16](=[O:18])[CH2:15][CH2:14]3)=[CH:10][CH:9]=2)=[CH:6][CH:7]=1. Reported procedure: A mixture of 3.8 g (0.014 mole) of 4-[5-(4-fluorophenyl)-2-furanyl]-4-hydroxybutanoic acid and 60 ml of 10% hydrochloric acid was warmed at 45° for 2 hrs and then cooled in an ice bath. The solid was filtered, washed with water and air-dried to yield 3.3 g (95%). An analytical sample was prepared by dissolving a sample in ethyl acetate (Darco), diluting with hexane and drying the resulting solid in a vacuum pistol at room temperature, m.p. 57°-59°.